Dataset: the Open Reaction Database (ORD), a public repository of structured organic reaction records. Task: describe an organic reaction: reactants, conditions, products, and yield Starting materials: Brc1cnc2c(c1)CC1(CN3CCC1CC3)O2, CCO, [Na+], [Na+], O=C([O-])[O-], C1CCOC1, O, c1ccc(P(c2ccccc2)(c2ccccc2)[Pd](P(c2ccccc2)(c2ccccc2)c2ccccc2)(P(c2ccccc2)(c2ccccc2)c2ccccc2)P(c2ccccc2)(c2ccccc2)c2ccccc2)cc1, OB(O)c1cccs1. Yields the product c1csc(-c2cnc3c(c2)CC2(CN4CCC2CC4)O3)c1. Reaction SMILES: [Br:1][c:2]1[cH:3][c:4]2[c:5]([n:6][cH:7]1)[O:8][C:9]1([CH2:10][N:11]3[CH2:12][CH2:13][CH:14]1[CH2:15][CH2:16]3)[CH2:17]2.[CH3:115][CH2:116][OH:117].[Na+:26].[Na+:27].[O-:28][C:29](=[O:30])[O-:31].[O:110]1[CH2:111][CH2:112][CH2:113][CH2:114]1.[OH2:32].[cH:33]1[cH:34][cH:35][c:36]([P:37]([Pd:38]([P:39]([c:40]2[cH:41][cH:42][cH:43][cH:44][cH:45]2)([c:46]2[cH:47][cH:48][cH:49][cH:50][cH:51]2)[c:52]2[cH:53][cH:54][cH:55][cH:56][cH:57]2)([P:58]([c:59]2[cH:60][cH:61][cH:62][cH:63][cH:64]2)([c:65]2[cH:66][cH:67][cH:68][cH:69][cH:70]2)[c:71]2[cH:72][cH:73][cH:74][cH:75][cH:76]2)[P:77]([c:78]2[cH:79][cH:80][cH:81][cH:82][cH:83]2)([c:84]2[cH:85][cH:86][cH:87][cH:88][cH:89]2)[c:90]2[cH:91][cH:92][cH:93][cH:94][cH:95]2)([c:96]2[cH:97][cH:98][cH:99][cH:100][cH:101]2)[c:102]2[cH:103][cH:104][cH:105][cH:106][cH:107]2)[cH:108][cH:109]1.[s:18]1[c:19]([B:23]([OH:24])[OH:25])[cH:20][cH:21][cH:22]1>>[c:2]1(-[c:19]2[s:18][cH:22][cH:21][cH:20]2)[cH:3][c:4]2[c:5]([n:6][cH:7]1)[O:8][C:9]1([CH2:10][N:11]3[CH2:12][CH2:13][CH:14]1[CH2:15][CH2:16]3)[CH2:17]2. The reactants are C(C)(=O)C1CSC2=CC=CC=C2C1=O (3-acetyl-4-thiochromanone), C(C(=O)OCC)(=O)OCC (diethyl oxalate), [H-].[Na+] (sodium hydride). Run in O1CCCC1 (tetrahydrofuran), O1CCCC1 (tetrahydrofuran). Conditions: temperature 70 celsius, time 1.5 hour. Yields the product O=C1C2=C(OC(=C1)C(=O)O)C1=C(SC2)C=CC=C1 (4-Oxo-4H,5H-[1]benzothiopyrano[4,3-b]pyran-2-carboxylic Acid). As a reaction SMILES: [C:1]([CH:4]1[C:13](=[O:14])[C:12]2[C:7](=[CH:8][CH:9]=[CH:10][CH:11]=2)[S:6][CH2:5]1)(=[O:3])[CH3:2].[C:15](OCC)(=O)[C:16]([O:18]CC)=[O:17].[H-].[Na+]>O1CCCC1>[O:3]=[C:1]1[CH:2]=[C:15]([C:16]([OH:18])=[O:17])[O:14][C:13]2[C:12]3[CH:11]=[CH:10][CH:9]=[CH:8][C:7]=3[S:6][CH2:5][C:4]1=2 |f:2.3|. Procedure: A solution of 3-acetyl-4-thiochromanone (6.18 g, 0.03 mole, described in Example 5) and diethyl oxalate (4.38 g, 0.03 mole) in tetrahydrofuran (25 ml) is added dropwise to a stirred suspension of 57% sodium hydride (3.79 g, 0.09 mole) in tetrahydrofuran (25 ml) under an atmosphere of nitrogen at 70°. After the addition is completed, the mixture is heated under an atmosphere of nitrogen at 70° C for 17 hr and the solvent removed by evaporation under reduced pressure. The residue is dissolved in w... Starting materials: C1(=CC=CC=C1)N1N=C(CC1=O)C (1-phenyl-3-methyl-2-pyrazolin-5-one), C1=CC=CC=C1 (benzene), CSC1=CC=C(C=C1)N=C=O (p-methylthiophenylisocyanate). Run in C(C)N(CC)CC (triethylamine). Reaction conditions: time 8 hour. The product is C1(=CC=CC=C1)N1N=C(C(C1=O)C(NC1=CC=C(C=C1)SC)=O)C (1-phenyl-3-methyl-4-(p-methylthiophenylcarbamoyl)-2-pyrazolin-5-one). RXN SMILES: [C:1]1([N:7]2[C:11](=[O:12])[CH2:10][C:9]([CH3:13])=[N:8]2)[CH:6]=[CH:5][CH:4]=[CH:3][CH:2]=1.C1C=CC=CC=1.[CH3:20][S:21][C:22]1[CH:27]=[CH:26][C:25]([N:28]=[C:29]=[O:30])=[CH:24][CH:23]=1>C(N(CC)CC)C>[C:1]1([N:7]2[C:11](=[O:12])[CH:10]([C:29](=[O:30])[NH:28][C:25]3[CH:26]=[CH:27][C:22]([S:21][CH3:20])=[CH:23][CH:24]=3)[C:9]([CH3:13])=[N:8]2)[CH:6]=[CH:5][CH:4]=[CH:3][CH:2]=1. Procedure: The mixture of 2.6 g of 1-phenyl-3-methyl-2-pyrazolin-5-one, 75 ml of benzene, 1.8 g of triethylamine and 2.5 g of p-methylthiophenylisocyanate is stirred at ambient temperature and allowed to stand overnight. It is evaporated; the residue taken up in methanol, the solution is filtered and combined with the mixture of 10 ml of 5 N hydrochloric acid and 250 ml of water. The precipitate formed is collected, washed with water, dried, triturated with diethyl ether and dissolved in 2 N aqueous sodium... Reaction SMILES: [CH2:1]([CH3:2])[O:3][C:4](=[O:5])[c:6]1[cH:7][nH:8][cH:9][cH:10]1.[CH3:40][CH2:41][O:42][C:43](=[O:44])[CH3:45].[Cl:19][c:20]1[c:21]([C:22](=[O:23])[Cl:24])[cH:25][cH:26][cH:27][n:28]1.[Sn:29]([Cl:30])([Cl:31])([Cl:32])[Cl:33].[cH:34]1[cH:35][cH:36][cH:37][cH:38][cH:39]1.[nH:11]1[cH:12][cH:13][c:14]([C:15]([OH:16])=[O:17])[cH:18]1>>[CH2:1]([CH3:2])[O:3][C:4](=[O:5])[c:6]1[cH:7][nH:8][cH:9][c:10]1[C:22]([c:21]1[c:20]([Cl:19])[n:28][cH:27][cH:26][cH:25]1)=[O:23]. Starting materials: CCOC(=O)c1cc[nH]c1, CCOC(C)=O, O=C(Cl)c1cccnc1Cl, Cl[Sn](Cl)(Cl)Cl, c1ccccc1, O=C(O)c1cc[nH]c1. The product is CCOC(=O)c1c[nH]cc1C(=O)c1cccnc1Cl. Reactants: C(C)(C)(C)OC(C1=CC=C(C=C1)CNS(=O)(=O)C1=C(C=CC=C1)[N+](=O)[O-])=O (4-[(2-nitro-benzenesulfonylamino)-methyl]-benzoic acid tert-butyl ester), COC1=CC=C(CNS(=O)(=O)C2=C(C=CC=C2)[N+](=O)[O-])C=C1 (N-(4-methoxy-benzyl)-2-nitro-benzenesulfonamide). Yields the product COC1=CC=C(CNS(=O)(=O)C2=C(C=CC=C2)[N+](=O)[O-])C=C1 (N-(4-Methoxy-benzyl)-2-nitro-benzenesulfonamide), NC1=C(C=CC=C1)S(=O)(=O)NCC1=CC=C(C=C1)OC (2-amino-N-(4-methoxy-benzyl)-benzenesulfonamide). As a reaction SMILES: C(OC(=O)C1C=CC(CNS(C2C=CC=CC=2[N+]([O-])=O)(=O)=O)=CC=1)(C)(C)C.[CH3:28][O:29][C:30]1[CH:49]=[CH:48][C:33]([CH2:34][NH:35][S:36]([C:39]2[CH:44]=[CH:43][CH:42]=[CH:41][C:40]=2[N+:45]([O-:47])=[O:46])(=[O:38])=[O:37])=[CH:32][CH:31]=1>>[CH3:28][O:29][C:30]1[CH:31]=[CH:32][C:33]([CH2:34][NH:35][S:36]([C:39]2[CH:44]=[CH:43][CH:42]=[CH:41][C:40]=2[N+:45]([O-:47])=[O:46])(=[O:37])=[O:38])=[CH:48][CH:49]=1.[NH2:45][C:40]1[CH:41]=[CH:42][CH:43]=[CH:44][C:39]=1[S:36]([NH:35][CH2:34][C:33]1[CH:32]=[CH:31][C:30]([O:29][CH3:28])=[CH:49][CH:48]=1)(=[O:37])=[O:38]. Procedure details: When in the procedure of Example 17, Step (2), 4-[(2-nitro-benzenesulfonylamino)-methyl]-benzoic acid tert-butyl ester was replaced with N-(4-methoxy-benzyl)-2-nitro-benzenesulfonamide, the title compound 2-amino-N-(4-methoxy-benzyl)-benzenesulfonamide was obtained as a thick oil. 1H-NMR (CDCl3); δ 7.71 (dd, 1H), 7.07 (d, 2H), 6.78 (m, 4H), 4.93 (bt, 1H), 4.82 (bs, 2H), 3.95 (d, 2H), and 3.75 (s, 3H). MS: M+−1=291.0 Da Step (3): Synthesis of 2-Amino-5-bromo-N-(4-methoxy-benzyl)-benzenesulfonamid... Reactants: CN1C(NC(C2=CC3=C(C=C12)OCO3)C3=CC=CC=C3)=O (1-methyl-6,7-methylenedioxy-4-phenyl-3,4-dihydroquinazolin-2(1H)-one), [O-][Mn](=O)(=O)=O.[K+] (KMnO4). Run in O1CCOCC1 (dioxane). Product: CN1C(N=C(C2=CC3=C(C=C12)OCO3)C3=CC=CC=C3)=O (1-Methyl-6,7-methylenedioxy-4-phenylquinazolin-2(1H)-one). The yield is 42.9%. RXN SMILES: [CH3:1][N:2]1[C:11]2[C:6](=[CH:7][C:8]3[O:14][CH2:13][O:12][C:9]=3[CH:10]=2)[CH:5]([C:15]2[CH:20]=[CH:19][CH:18]=[CH:17][CH:16]=2)[NH:4][C:3]1=[O:21].[O-][Mn](=O)(=O)=O.[K+]>O1CCOCC1>[CH3:1][N:2]1[C:11]2[C:6](=[CH:7][C:8]3[O:14][CH2:13][O:12][C:9]=3[CH:10]=2)[C:5]([C:15]2[CH:20]=[CH:19][CH:18]=[CH:17][CH:16]=2)=[N:4][C:3]1=[O:21] |f:1.2|. Procedure details: To a solution of 1-methyl-6,7-methylenedioxy-4-phenyl-3,4-dihydroquinazolin-2(1H)-one (47 mg) in dioxane (3 mL) was added an aqueous solution of KMnO4 (33 mg in 3 mL of water) at 10° C. After the addition, the mixture as extracted with EtOAc (3×10 mL). The organic phase was concentrated in vacuo. To the residue, water (70 mL) was added. The resulting solid was collected by filtration, washed with water, dried in vacuo to provide the title compound as a yellow solid (20 mg, 42%), mp: 253-255° C. ... Starting materials: O[C@@H](CCN1CCC(CC1)C=1C=C(C=CC1)NC(C(C)C)=O)C1=CC=CC=C1 (N-(3-{1-[(3S)-3-hydroxy-3-phenylpropyl]-4-piperidinyl}phenyl)-2-methylpropanamide), ClC1=C(C(=CC=C1)Cl)C1=NOC(=C1C(=O)Cl)C (3-(2,6-dichlorophenyl)-5-methyl-4-isoxazolecarbonyl chloride). Yields the product ClC1=C(C(=CC=C1)Cl)C1=NOC(=C1C(=O)O[C@@H](CCN1CCC(CC1)C1=CC(=CC=C1)NC(C(C)C)=O)C1=CC=CC=C1)C ((1S)-3-{4-[3-(ISOBUTYRYLAMINO)PHENYL]-1-PIPERIDINYL}-1-PHENYLPROPYL 3-(2,6-DICHLOROPHENYL)-5-METHYL-4-ISOXAZOLECARBOXYLATE). As a reaction SMILES: [OH:1][C@H:2]([C:23]1[CH:28]=[CH:27][CH:26]=[CH:25][CH:24]=1)[CH2:3][CH2:4][N:5]1[CH2:10][CH2:9][CH:8]([C:11]2[CH:12]=[C:13]([NH:17][C:18](=[O:22])[CH:19]([CH3:21])[CH3:20])[CH:14]=[CH:15][CH:16]=2)[CH2:7][CH2:6]1.[Cl:29][C:30]1[CH:35]=[CH:34][CH:33]=[C:32]([Cl:36])[C:31]=1[C:37]1[C:41]([C:42](Cl)=[O:43])=[C:40]([CH3:45])[O:39][N:38]=1>>[Cl:29][C:30]1[CH:35]=[CH:34][CH:33]=[C:32]([Cl:36])[C:31]=1[C:37]1[C:41]([C:42]([O:1][C@H:2]([C:23]2[CH:24]=[CH:25][CH:26]=[CH:27][CH:28]=2)[CH2:3][CH2:4][N:5]2[CH2:10][CH2:9][CH:8]([C:11]3[CH:16]=[CH:15][CH:14]=[C:13]([NH:17][C:18](=[O:22])[CH:19]([CH3:21])[CH3:20])[CH:12]=3)[CH2:7][CH2:6]2)=[O:43])=[C:40]([CH3:45])[O:39][N:38]=1. Procedure: Prepared by Procedure Q1 and Scheme C2 (TEA) using N-(3-{1-[(3S)-3-hydroxy-3-phenylpropyl]-4-piperidinyl}phenyl)-2-methylpropanamide and 3-(2,6-dichlorophenyl)-5-methyl-4-isoxazolecarbonyl chloride: ESMS m/e: 633.6 (M+H)+. Reactants: [H-].[Na+] (sodium hydride), COCCN (2-Methoxy-ethylamine), NC1=NC=NC2=C(C(=CC=C12)N1C=C(C=2C(CC(CC12)(C)C)=O)C)F (1-(4-Amino-8-fluoro-quinazolin-7-yl)-3,6,6-trimethyl-1,5,6,7-tetrahydro-indol-4-one). Solvent: CN(C)C=O (DMF). Reaction conditions: time 5 minute. Yields the product NC1=NC=NC2=C(C(=CC=C12)N1C=C(C=2C(CC(CC12)(C)C)=O)C)NCCOC (1-[4-Amino-8-(2-methoxy-ethylamino)-quinazolin-7-yl]-3,6,6-trimethyl-1,5,6,7-tetrahydro-indol-4-one). As a reaction SMILES: [CH3:1][O:2][CH2:3][CH2:4][NH2:5].[H-].[Na+].[NH2:8][C:9]1[C:18]2[C:13](=[C:14](F)[C:15]([N:19]3[C:27]4[CH2:26][C:25]([CH3:29])([CH3:28])[CH2:24][C:23](=[O:30])[C:22]=4[C:21]([CH3:31])=[CH:20]3)=[CH:16][CH:17]=2)[N:12]=[CH:11][N:10]=1>CN(C=O)C>[NH2:8][C:9]1[C:18]2[C:13](=[C:14]([NH:5][CH2:4][CH2:3][O:2][CH3:1])[C:15]([N:19]3[C:27]4[CH2:26][C:25]([CH3:28])([CH3:29])[CH2:24][C:23](=[O:30])[C:22]=4[C:21]([CH3:31])=[CH:20]3)=[CH:16][CH:17]=2)[N:12]=[CH:11][N:10]=1 |f:1.2|. Procedure details: In a small microwave vial with a stir bar, 2-Methoxy-ethylamine (0.1 mmol, 75 mg) is dissolved in 1 mL DMF. To this solution is added sodium hydride (60% suspension in mineral oil) (0.1 mmol, 4 mg) and the mixture is stirred at rt for 5 min. and then 1-(4-Amino-8-fluoro-quinazolin-7-yl)-3,6,6-trimethyl-1,5,6,7-tetrahydro-indol-4-one (0.044 mmol, 15 mg) is added. The reaction is sealed and placed in the microwave reactor where it is heated to 150° C. for 30 min. The reaction is cooled and quenche... The reactants are B(Br)(Br)Br (BBr3), COC=1C=C(C=CC1)C1(C(N(CCO1)C)=O)CCC (2-(-3-methoxy-phenyl)-4-methyl-2-propyl-morpholine-3-one). Run in C(Cl)Cl (CH2Cl2). Conditions: time 16 hour. Product: OC=1C=C(C=CC1)C1(C(N(CCO1)C)=O)CCC (2-(-3-hydroxy-phenyl)-4-methyl-2-propyl-morpholine-3-one). Reaction SMILES: B(Br)(Br)Br.C[O:6][C:7]1[CH:8]=[C:9]([C:13]2([CH2:21][CH2:22][CH3:23])[O:18][CH2:17][CH2:16][N:15]([CH3:19])[C:14]2=[O:20])[CH:10]=[CH:11][CH:12]=1>C(Cl)Cl>[OH:6][C:7]1[CH:8]=[C:9]([C:13]2([CH2:21][CH2:22][CH3:23])[O:18][CH2:17][CH2:16][N:15]([CH3:19])[C:14]2=[O:20])[CH:10]=[CH:11][CH:12]=1. Reported procedure: BBr3 (1M in CH2Cl2) (0.341 mL, 0.341 mmol) was added dropwise to a solution of 2-(-3-methoxy-phenyl)-4-methyl-2-propyl-morpholine-3-one, as described above in Step D, (0.06 g, 0.227 mmol) in CH2Cl2 (3 mL) at 0° C. with stirring. The ice bath was removed and stirring was continued for 16 h. The reaction mixture was quenched with H2O, concentrated to dryness, then dissolved in MeOH and purified by RP preparative HPLC on a PrepPak (95/5 to 5/95 H2O/CH3CN w/0.1% TFA, flow=65 mL/min) to give the titl...